Dataset: the Open Reaction Database (ORD), a public repository of structured organic reaction records. Task: describe an organic reaction: reactants, conditions, products, and yield Reactants: Cl (hydrochloric acid), C[C@H]1C=2C=CC=C(C2C(=O)C3=C([C@]4([C@@H]([C@H]([C@H]13)O)[C@@H](C(=C(C4=O)C(=O)N)O)N(C)C)O)O)O.C1(=CC=C(C=C1)S(=O)(=O)[O-])C (Doxycycline p-toluenesulphonate). Solvent: CC(=O)C (acetone). Reaction conditions: time 30 minute. Yields the product CCO.C[C@H]1C=2C=CC=C(C2C(=O)C3=C([C@]4([C@@H]([C@H]([C@H]13)O)[C@@H](C(=C(C4=O)C(=O)N)O)N(C)C)O)O)O.O.Cl (doxycycline hyclate). RXN SMILES: [CH3:1][C@@H:2]1[C@@H:16]2[C:11](=[C:12]([OH:31])[C@:13]3([OH:30])[C:21](=[O:22])[C:20]([C:23]([NH2:25])=[O:24])=[C:19]([OH:26])[C@@H:18]([N:27]([CH3:29])[CH3:28])[C@@H:14]3[C@H:15]2[OH:17])[C:9](=[O:10])[C:8]2[C:7]([OH:32])=[CH:6][CH:5]=[CH:4][C:3]1=2.C1(C)C=CC(S([O-])(=O)=[O:40])=CC=1.[ClH:44]>CC(C)=O>[CH3:8][CH2:9][OH:10].[CH3:1][C@@H:2]1[C@@H:16]2[C:11](=[C:12]([OH:31])[C@:13]3([OH:30])[C:21](=[O:22])[C:20]([C:23]([NH2:25])=[O:24])=[C:19]([OH:26])[C@@H:18]([N:27]([CH3:28])[CH3:29])[C@@H:14]3[C@H:15]2[OH:17])[C:9](=[O:10])[C:8]2[C:7]([OH:32])=[CH:6][CH:5]=[CH:4][C:3]1=2.[OH2:40].[ClH:44] |f:0.1,4.5.6.7|. Procedure details: Doxycycline p-toluenesulphonate (35.0 g) prepared as above was dissolved in a mixture of acetone (105 ml) and concentrated hydrochloric acid (16.45 ml). The solution was then filtered, and the recovered solid dried. Ethanol (35 ml) was added to the clear filtrate, and the mixture was stirred at room temperature for 2 hours 30 minutes. The crystals thus formed were filtered, washed with ethanol (41.5 ml) and then with acetone (20.75 ml), dried at 35° C. and gave 23.3 g of doxycycline hyclate. Thi... Reaction conditions: temperature 120 celsius, time 0.5 hour. Yields the product C1N(CCC2=CC=CC=C12)C[C@H](CNC([C@H](C)OC=1C=CC=C2C=CC=NC12)=O)O ((S)—N—((S)-3-(3,4-dihydroisoquinolin-2(1H)-yl)-2-hydroxypropyl)-2-(quinolin-8-yloxy)propanamide). Reported procedure: To a stirred mixture of (S)-methyl 2-(quinolin-8-yloxy)propanoate (100 mg, 0.433 mmol) in EtOH (1 mL) was added (S)-1-amino-3-(3,4-dihydroisoquinolin-2(1H)-yl)propan-2-ol (89.2 mg, 0.433 mmol). The mixture was stirred in a sealed tube in a microwave apparatus at 120° C. for 0.5 hour. After cooling to room temperature the solvent was evaporated, and the residue was first purified by prep-TLC and then prep-HPLC to afford the title compound (49 mg, yield: 28%). 1H NMR (400 MHz, METHANOL-d4) δ ppm 8... The yield is 27.9%. Reaction SMILES: [N:1]1[C:10]2[C:5](=[CH:6][CH:7]=[CH:8][C:9]=2[O:11][C@@H:12]([CH3:17])[C:13]([O:15]C)=O)[CH:4]=[CH:3][CH:2]=1.[NH2:18][CH2:19][C@H:20]([OH:32])[CH2:21][N:22]1[CH2:31][CH2:30][C:29]2[C:24](=[CH:25][CH:26]=[CH:27][CH:28]=2)[CH2:23]1>CCO>[CH2:23]1[C:24]2[C:29](=[CH:28][CH:27]=[CH:26][CH:25]=2)[CH2:30][CH2:31][N:22]1[CH2:21][C@@H:20]([OH:32])[CH2:19][NH:18][C:13](=[O:15])[C@@H:12]([O:11][C:9]1[CH:8]=[CH:7][CH:6]=[C:5]2[C:10]=1[N:1]=[CH:2][CH:3]=[CH:4]2)[CH3:17]. Starting materials: N1=CC=CC2=CC=CC(=C12)O[C@H](C(=O)OC)C ((S)-methyl 2-(quinolin-8-yloxy)propanoate), NC[C@@H](CN1CC2=CC=CC=C2CC1)O ((S)-1-amino-3-(3,4-dihydroisoquinolin-2(1H)-yl)propan-2-ol). Run in CCO (EtOH). The reactants are ClC=1N=CC(=C2C=CC(=NC12)C)I (8-chloro-5-iodo-2-methyl-[1,7]naphthyridine), ClC1=NC=C(C=C1)B(O)O (2-chloro-5-pyridineboronic acid), NC=1N=C(SC1)C (4-amino-2-methylthiazole). Product: ClC1=CC=C(C=N1)C1=C2C=CC(=NC2=C(N=C1)NC=1N=C(SC1)C)C ([5-(6-Chloro-pyridin-3-yl)-2-methyl-[1,7]naphthyridin-8-yl]-(2-methyl-thiazol-4-yl)-amine). Reaction SMILES: Cl[C:2]1[N:3]=[CH:4][C:5](I)=[C:6]2[C:11]=1[N:10]=[C:9]([CH3:12])[CH:8]=[CH:7]2.[Cl:14][C:15]1[CH:20]=[CH:19][C:18](B(O)O)=[CH:17][N:16]=1.[NH2:24][C:25]1[N:26]=[C:27]([CH3:30])[S:28][CH:29]=1>>[Cl:14][C:15]1[N:16]=[CH:17][C:18]([C:5]2[CH:4]=[N:3][C:2]([NH:24][C:25]3[N:26]=[C:27]([CH3:30])[S:28][CH:29]=3)=[C:11]3[C:6]=2[CH:7]=[CH:8][C:9]([CH3:12])=[N:10]3)=[CH:19][CH:20]=1. Procedure: The title compound, MS: m/e=368.0 (M+H+), was prepared in accordance with the general method of example 15 step 1 and step 3 from 8-chloro-5-iodo-2-methyl-[1,7]naphthyridine (Example I), 2-chloro-5-pyridineboronic acid and 4-amino-2-methylthiazole (Example F). Reactants: COC(CN=C=O)c1cccc(C(F)(F)F)c1, C1CCOC1, O=C1NC(=O)C(Cc2ccc(O)cc2)S1, c1ccccc1. Yields the product COC(CNC(=O)Oc1ccc(CC2SC(=O)NC2=O)cc1)c1cccc(C(F)(F)F)c1. RXN SMILES: [F:1][C:2]([c:3]1[cH:4][c:5]([CH:9]([CH2:10][N:11]=[C:12]=[O:13])[O:14][CH3:15])[cH:6][cH:7][cH:8]1)([F:16])[F:17].[O:39]1[CH2:40][CH2:41][CH2:42][CH2:43]1.[OH:18][c:19]1[cH:20][cH:21][c:22]([CH2:25][CH:26]2[C:27](=[O:32])[NH:28][C:29](=[O:31])[S:30]2)[cH:23][cH:24]1.[cH:33]1[cH:34][cH:35][cH:36][cH:37][cH:38]1>>[F:1][C:2]([c:3]1[cH:4][c:5]([CH:9]([CH2:10][NH:11][C:12](=[O:13])[O:18][c:19]2[cH:20][cH:21][c:22]([CH2:25][CH:26]3[C:27](=[O:32])[NH:28][C:29](=[O:31])[S:30]3)[cH:23][cH:24]2)[O:14][CH3:15])[cH:6][cH:7][cH:8]1)([F:16])[F:17]. Starting materials: CN1CCCC1=O, Cc1ccc2cccc(Br)c2n1, N#C[Cu]. Product: Cc1ccc2cccc(C#N)c2n1. As a reaction SMILES: [CH3:16][N:17]1[CH2:18][CH2:19][CH2:20][C:21]1=[O:22].[CH3:1][c:2]1[n:3][c:4]2[c:5]([Br:12])[cH:6][cH:7][cH:8][c:9]2[cH:10][cH:11]1.[Cu:13][C:14]#[N:15]>>[CH3:1][c:2]1[n:3][c:4]2[c:5]([C:14]#[N:15])[cH:6][cH:7][cH:8][c:9]2[cH:10][cH:11]1. Reactants: BrCc1ccccc1, CCCCCCCCCCCCCCCCCCN(CCCCCCCCCCCCCCCCCC)CCCCCCCCCCCCCCCCCC, C1CCOC1. The product is [Br-], CCCCCCCCCCCCCCCCCC[N+](CCCCCCCCCCCCCCCCCC)(CCCCCCCCCCCCCCCCCC)Cc1ccccc1. As a reaction SMILES: [Br:56][CH2:57][c:58]1[cH:59][cH:60][cH:61][cH:62][cH:63]1.[CH2:1]([CH2:2][CH2:3][CH2:4][CH2:5][CH2:6][CH2:7][CH2:8][CH2:9][CH2:10][CH2:11][CH2:12][CH2:13][CH2:14][CH2:15][CH2:16][CH2:17][CH3:18])[N:19]([CH2:20][CH2:21][CH2:22][CH2:23][CH2:24][CH2:25][CH2:26][CH2:27][CH2:28][CH2:29][CH2:30][CH2:31][CH2:32][CH2:33][CH2:34][CH2:35][CH2:36][CH3:37])[CH2:38][CH2:39][CH2:40][CH2:41][CH2:42][CH2:43][CH2:44][CH2:45][CH2:46][CH2:47][CH2:48][CH2:49][CH2:50][CH2:51][CH2:52][CH2:53][CH2:54][CH3:55].[CH2:64]1[O:65][CH2:66][CH2:67][CH2:68]1>>[Br-:56].[CH2:1]([CH2:2][CH2:3][CH2:4][CH2:5][CH2:6][CH2:7][CH2:8][CH2:9][CH2:10][CH2:11][CH2:12][CH2:13][CH2:14][CH2:15][CH2:16][CH2:17][CH3:18])[N+:19]([CH2:20][CH2:21][CH2:22][CH2:23][CH2:24][CH2:25][CH2:26][CH2:27][CH2:28][CH2:29][CH2:30][CH2:31][CH2:32][CH2:33][CH2:34][CH2:35][CH2:36][CH3:37])([CH2:38][CH2:39][CH2:40][CH2:41][CH2:42][CH2:43][CH2:44][CH2:45][CH2:46][CH2:47][CH2:48][CH2:49][CH2:50][CH2:51][CH2:52][CH2:53][CH2:54][CH3:55])[CH2:57][c:58]1[cH:59][cH:60][cH:61][cH:62][cH:63]1. Starting materials: CCOC(=O)c1noc(-c2ccc(C(F)(F)F)cc2)c1C#N, CCO, NC1CCCC1. Yields the product N#Cc1c(C(=O)NC2CCCC2)noc1-c1ccc(C(F)(F)F)cc1. RXN SMILES: [C:1](#[N:2])[c:3]1[c:4]([C:18]([O:20][CH2:19][CH3:21])=[O:22])[n:5][o:6][c:7]1-[c:8]1[cH:9][cH:10][c:11]([C:14]([F:15])([F:16])[F:17])[cH:12][cH:13]1.[CH3:29][CH2:30][OH:31].[CH:23]1([NH2:28])[CH2:24][CH2:25][CH2:26][CH2:27]1>>[C:1](#[N:2])[c:3]1[c:4]([C:18](=[O:20])[NH:28][CH:23]2[CH2:24][CH2:25][CH2:26][CH2:27]2)[n:5][o:6][c:7]1-[c:8]1[cH:9][cH:10][c:11]([C:14]([F:15])([F:16])[F:17])[cH:12][cH:13]1.